This data is from the Open Reaction Database (ORD), a public repository of structured organic reaction records. The task is: describe an organic reaction: reactants, conditions, products, and yield Starting materials: Cc1ccc(C2c3c(C)c(Br)c(C)c(C)c3OC2(C)C)cc1, CC(=O)[O-], CC(=O)[O-], Cc1ccccc1, Cl, [Pd+2], CC(N)c1ccccc1. Product: Cc1ccc(C2c3c(C)c(NC(C)c4ccccc4)c(C)c(C)c3OC2(C)C)cc1. As a reaction SMILES: [Br:1][c:2]1[c:3]([CH3:22])[c:4]([CH3:21])[c:5]2[c:6]([c:19]1[CH3:20])[CH:7]([c:12]1[cH:13][cH:14][c:15]([CH3:18])[cH:16][cH:17]1)[C:8]([CH3:10])([CH3:11])[O:9]2.[C:33]([O-:34])(=[O:35])[CH3:36].[C:38]([O-:39])(=[O:40])[CH3:41].[CH3:42][c:43]1[cH:44][cH:45][cH:46][cH:47][cH:48]1.[ClH:32].[Pd+2:37].[c:23]1([CH:29]([CH3:30])[NH2:31])[cH:24][cH:25][cH:26][cH:27][cH:28]1>>[c:2]1([NH:31][CH:29]([c:23]2[cH:24][cH:25][cH:26][cH:27][cH:28]2)[CH3:30])[c:3]([CH3:22])[c:4]([CH3:21])[c:5]2[c:6]([c:19]1[CH3:20])[CH:7]([c:12]1[cH:13][cH:14][c:15]([CH3:18])[cH:16][cH:17]1)[C:8]([CH3:10])([CH3:11])[O:9]2. Reactants: BrB(Br)Br, ClCCl, CC(Cl)Cl, COc1cc(N)c(Cl)cc1C(=O)CCC1CCN(CCNS(C)(=O)=O)CC1, [NH4+], [OH-]. Product: CS(=O)(=O)NCCN1CCC(CCC(=O)c2cc(Cl)c(N)cc2O)CC1. Reaction SMILES: [B:28]([Br:29])([Br:30])[Br:31].[CH2:32]([Cl:33])[Cl:34].[Cl:37][CH:38]([Cl:39])[CH3:40].[NH2:1][c:2]1[cH:3][c:4]([O:26][CH3:27])[c:5]([C:9]([CH2:10][CH2:11][CH:12]2[CH2:13][CH2:14][N:15]([CH2:18][CH2:19][NH:20][S:21](=[O:22])(=[O:23])[CH3:24])[CH2:16][CH2:17]2)=[O:25])[cH:6][c:7]1[Cl:8].[NH4+:35].[OH-:36]>>[NH2:1][c:2]1[cH:3][c:4]([OH:26])[c:5]([C:9]([CH2:10][CH2:11][CH:12]2[CH2:13][CH2:14][N:15]([CH2:18][CH2:19][NH:20][S:21](=[O:22])(=[O:23])[CH3:24])[CH2:16][CH2:17]2)=[O:25])[cH:6][c:7]1[Cl:8]. The reactants are S1C2=C(C=C1C=1C=C(C=C3C=NNC13)N)C=CC=C2 (7-benzo[b]thiophen-2-yl-1H-indazol-5-ylamine), C(C)N(C(C)C)C(C)C (ethyl-diisopropylamine), O=C1COC2=C(N1)C=C(C=C2)S(=O)(=O)Cl (3-oxo-3,4-dihydro-2H-benzo[1,4]oxazine-6-sulfonyl chloride). The solvent is CN(C)C=O (DMF). Reaction conditions: time 2 hour. Product: S1C2=C(C=C1C=1C=C(C=C3C=NNC13)NS(=O)(=O)C=1C=CC3=C(NC(CO3)=O)C1)C=CC=C2 (3-oxo-3,4-dihydro-2H-benzo[1,4]oxazine-6-sulfonic acid (7-benzo[b]thiophen-2-yl-1H-indazol-5-yl)-amide). Yield: 59.2%. As a reaction SMILES: [S:1]1[C:5]([C:6]2[CH:7]=[C:8]([NH2:15])[CH:9]=[C:10]3[C:14]=2[NH:13][N:12]=[CH:11]3)=[CH:4][C:3]2[CH:16]=[CH:17][CH:18]=[CH:19][C:2]1=2.C(N(C(C)C)C(C)C)C.[O:29]=[C:30]1[NH:35][C:34]2[CH:36]=[C:37]([S:40](Cl)(=[O:42])=[O:41])[CH:38]=[CH:39][C:33]=2[O:32][CH2:31]1>CN(C=O)C>[S:1]1[C:5]([C:6]2[CH:7]=[C:8]([NH:15][S:40]([C:37]3[CH:38]=[CH:39][C:33]4[O:32][CH2:31][C:30](=[O:29])[NH:35][C:34]=4[CH:36]=3)(=[O:42])=[O:41])[CH:9]=[C:10]3[C:14]=2[NH:13][N:12]=[CH:11]3)=[CH:4][C:3]2[CH:16]=[CH:17][CH:18]=[CH:19][C:2]1=2. Procedure: To a mixture of 7-benzo[b]thiophen-2-yl-1H-indazol-5-ylamine (Example #F.8.1, 32 mg, 0.12) and ethyl-diisopropylamine (0.032 mL, 0.18 mmol) in DMF (1 mL) at room temperature and under an inert atmosphere was added 3-oxo-3,4-dihydro-2H-benzo[1,4]oxazine-6-sulfonyl chloride (33 mg, 0.13 mmol). The reaction mixture was stirred at room temperature for 2 hours then concentrated under reduced pressure. The crude material was purified by preparative HPLC (20% to 80% acetonitrile/0.05 M aqueous ammonium... Reactants: ClC=1C=C(C(=O)O)C=CC1O (3-chloro-4-hydroxy benzoic acid), C(Cl)Cl (methylene chloride), C(CCCCCCCC)(=O)Cl (nonanoic acid chloride). Solvent: N1=CC=CC=C1 (pyridine). The product is ClC=1C=C(C(=O)O)C=CC1OC(=O)CCCCCCCC (3-chloro-4-octylcarbonyloxy benzoic acid). The yield is 26.1%. RXN SMILES: [Cl:1][C:2]1[CH:3]=[C:4]([CH:8]=[CH:9][C:10]=1[OH:11])[C:5]([OH:7])=[O:6].C(Cl)Cl.[C:15](Cl)(=[O:24])[CH2:16][CH2:17][CH2:18][CH2:19][CH2:20][CH2:21][CH2:22][CH3:23]>N1C=CC=CC=1>[Cl:1][C:2]1[CH:3]=[C:4]([CH:8]=[CH:9][C:10]=1[O:11][C:15]([CH2:16][CH2:17][CH2:18][CH2:19][CH2:20][CH2:21][CH2:22][CH3:23])=[O:24])[C:5]([OH:7])=[O:6]. Procedure details: To a solution of 2.0 g (1.1×10-2 mol) of 3-chloro-4-hydroxy benzoic acid in 40 ml of dried methylene chloride containing 3.0 g (9.2×10-3 mol) of pyridine was added dropwise 3.0 g (9.2×10-3 mol) of nonanoic acid chloride, which were stirred under reflux for 7 hours. After the completion of the reaction, the solution was washed with an aqueous solution of 1 normal hydrochloric acid and further with water and dried on anhydrous magnesium sulfate. After magnesium sulfate was filtered off, the result... The reactants are Cc1c(OS(=O)(=O)C(F)(F)F)cn2ncc(C#N)c(Nc3ccc(Oc4ccccc4)cc3)c12, COc1ccc(B(O)O)cc1, Cc1ccccc1, c1ccc(-c2ccccc2P(C2CCCCC2)C2CCCCC2)cc1, [K+], [K+], [K+], CC(=O)[O-], CC(=O)[O-], O=P([O-])([O-])[O-], [Pd+2]. Yields the product COc1ccc(-c2cn3ncc(C#N)c(Nc4ccc(Oc5ccccc5)cc4)c3c2C)cc1. RXN SMILES: [C:1](#[N:2])[c:3]1[c:4]([NH:21][c:22]2[cH:23][cH:24][c:25]([O:28][c:29]3[cH:30][cH:31][cH:32][cH:33][cH:34]3)[cH:26][cH:27]2)[c:5]2[n:6]([n:7][cH:8]1)[cH:9][c:10]([O:13][S:14]([C:15]([F:16])([F:17])[F:18])(=[O:19])=[O:20])[c:11]2[CH3:12].[CH3:35][O:36][c:37]1[cH:38][cH:39][c:40]([B:43]([OH:44])[OH:45])[cH:41][cH:42]1.[CH3:79][c:80]1[cH:81][cH:82][cH:83][cH:84][cH:85]1.[CH:46]1([P:47]([CH:48]2[CH2:49][CH2:50][CH2:51][CH2:52][CH2:53]2)[c:54]2[cH:55][cH:56][cH:57][cH:58][c:59]2-[c:60]2[cH:61][cH:62][cH:63][cH:64][cH:65]2)[CH2:66][CH2:67][CH2:68][CH2:69][CH2:70]1.[K+:76].[K+:77].[K+:78].[O-:87][C:88]([CH3:89])=[O:90].[O-:91][C:92]([CH3:93])=[O:94].[P:71]([O-:72])([O-:73])([O-:74])=[O:75].[Pd+2:86]>>[C:1](#[N:2])[c:3]1[c:4]([NH:21][c:22]2[cH:23][cH:24][c:25]([O:28][c:29]3[cH:30][cH:31][cH:32][cH:33][cH:34]3)[cH:26][cH:27]2)[c:5]2[n:6]([n:7][cH:8]1)[cH:9][c:10](-[c:40]1[cH:39][cH:38][c:37]([O:36][CH3:35])[cH:42][cH:41]1)[c:11]2[CH3:12]. Starting materials: CCO, Cc1cc2cc([N+](=O)[O-])ccc2[nH]1, NN. The product is Cc1cc2cc(N)ccc2[nH]1. RXN SMILES: [CH3:16][CH2:17][OH:18].[CH3:1][c:2]1[nH:3][c:4]2[cH:5][cH:6][c:7]([N+:11]([O-:12])=[O:13])[cH:8][c:9]2[cH:10]1.[NH2:14][NH2:15]>>[CH3:1][c:2]1[nH:3][c:4]2[cH:5][cH:6][c:7]([NH2:11])[cH:8][c:9]2[cH:10]1. Solvent: C(Cl)(Cl)Cl (CHCl3). The reactants are C(Cl)Cl (DCM), N(N)C=1N=C2C(=NC1)N(C=C2)S(=O)(=O)C2=CC=C(C)C=C2 (2-hydrazinyl-5-tosyl-5H-pyrrolo[2,3-b]pyrazine), TEA, N1(CCCCC1)C(=O)Cl (Piperidine-1-carbonyl chloride). Reported procedure: A 25 mL round-bottomed flask was charged with 2-hydrazinyl-5-tosyl-5H-pyrrolo[2,3-b]pyrazine (0.075 g, 0.25 mmol, Preparation #9) and TEA (0.041 mL, 0.29 mmol) in CHCl3 (1.2 mL) to give a brown suspension. Piperidine-1-carbonyl chloride (0.040 g, 0.27 mmol) was added and the reaction was stirred at ambient temperature for about 3 h. The reaction mixture was heated to about 45° C. for about 16 h. The mixture was cooled to ambient temperature, DCM (25 mL) was added, and the solution was washed wit... The yield is 106.2%. Reaction conditions: time 3 hour. RXN SMILES: [NH:1]([C:3]1[N:4]=[C:5]2[CH:11]=[CH:10][N:9]([S:12]([C:15]3[CH:21]=[CH:20][C:18]([CH3:19])=[CH:17][CH:16]=3)(=[O:14])=[O:13])[C:6]2=[N:7][CH:8]=1)[NH2:2].[N:22]1([C:28](Cl)=[O:29])[CH2:27][CH2:26][CH2:25][CH2:24][CH2:23]1.C(Cl)Cl>C(Cl)(Cl)Cl>[S:12]([N:9]1[C:6]2=[N:7][CH:8]=[C:3]([NH:1][NH:2][C:28]([N:22]3[CH2:27][CH2:26][CH2:25][CH2:24][CH2:23]3)=[O:29])[N:4]=[C:5]2[CH:11]=[CH:10]1)([C:15]1[CH:21]=[CH:20][C:18]([CH3:19])=[CH:17][CH:16]=1)(=[O:13])=[O:14]. Product: S(=O)(=O)(C1=CC=C(C)C=C1)N1C=CC=2C1=NC=C(N2)NNC(=O)N2CCCCC2 (N′-(5-tosyl-5H-pyrrolo[2,3-b]pyrazin-2-yl)piperidine-1-carbohydrazide).